This data is from the Open Reaction Database (ORD), a public repository of structured organic reaction records. The task is: describe an organic reaction: reactants, conditions, products, and yield Reactants: O=S1(CCC(CC1)C1=C(C=C(C=C1)N1C(O[C@H](C1)CNC(C)=O)=O)F)=O ((S)-N-{3-[4-(1,1-Dioxo-hexahydro-1λ6-thiopyran-4-yl)-3-fluoro-phenyl]-2-oxo-oxazolidin-5-ylmethyl}-acetamide), ClC(=O)OCCl (chloromethyl chloroformate), CC(C)([O-])C.[Li+] (Lithium t-butoxide). The solvent is C(Cl)Cl (CH2Cl2), O (water), C(Cl)Cl (CH2Cl2), CC#N (CH3CN). Conditions: temperature 0 celsius, time 25 minute. Product: ClCOC(N(C[C@H]1CN(C(O1)=O)C1=CC(=C(C=C1)C1CCS(CC1)(=O)=O)F)C(C)=O)=O ((R)-acetyl-{3-[4-(1,1-dioxo-hexahydro-1λ6-thiopyran-4-yl)-3-fluoro-phenyl]-2-oxo-oxazolidin-5-ylmethyl}-carbamic acid chloromethyl ester). Yield: 74.0%. As a reaction SMILES: [O:1]=[S:2]1(=[O:26])[CH2:7][CH2:6][CH:5]([C:8]2[CH:13]=[CH:12][C:11]([N:14]3[CH2:18][C@H:17]([CH2:19][NH:20][C:21](=[O:23])[CH3:22])[O:16][C:15]3=[O:24])=[CH:10][C:9]=2[F:25])[CH2:4][CH2:3]1.CC(C)([O-])C.[Li+].Cl[C:34]([O:36][CH2:37][Cl:38])=[O:35]>C(Cl)Cl.CC#N.O>[Cl:38][CH2:37][O:36][C:34](=[O:35])[N:20]([C:21](=[O:23])[CH3:22])[CH2:19][C@@H:17]1[O:16][C:15](=[O:24])[N:14]([C:11]2[CH:12]=[CH:13][C:8]([CH:5]3[CH2:4][CH2:3][S:2](=[O:1])(=[O:26])[CH2:7][CH2:6]3)=[C:9]([F:25])[CH:10]=2)[CH2:18]1 |f:1.2|. Procedure: (S)-N-{3-[4-(1,1-Dioxo-hexahydro-1λ6-thiopyran-4-yl)-3-fluoro-phenyl]-2-oxo-oxazolidin-5-ylmethyl}-acetamide (1) (2.0 g, 5.2 mmol) in 13 mL of CH2Cl2 and 13 mL of CH3CN is cooled to 0° C. Lithium t-butoxide (1.0 M in hexanes, 5.7 mL, 5.7 mmol) is added and the mixture is stirred at 0° C. for 25 min and then at RT for 10 min. The mixture is re-cooled to 0° C. and chloromethyl chloroformate (0.6 mL, 6.2 mmol) is added dropwise. The mixture is stirred for 10 min at 0° C. and then allowed to stir at... The reactants are CCCO, [Cl-], COc1cc2c(cc1Cl)CCN(C)CC2c1cc([N+](=O)[O-])cc2c1OCC2, [NH4+]. The product is COc1cc2c(cc1Cl)CCN(C)CC2c1cc(N)cc2c1OCC2. RXN SMILES: [CH2:30]([OH:31])[CH2:32][CH3:33].[Cl-:1].[Cl:3][c:4]1[c:5]([O:28][CH3:29])[cH:6][c:7]2[c:8]([cH:27]1)[CH2:9][CH2:10][N:11]([CH3:26])[CH2:12][CH:13]2[c:14]1[cH:15][c:16]([N+:23]([O-:24])=[O:25])[cH:17][c:18]2[c:22]1[O:21][CH2:20][CH2:19]2.[NH4+:2]>>[Cl:3][c:4]1[c:5]([O:28][CH3:29])[cH:6][c:7]2[c:8]([cH:27]1)[CH2:9][CH2:10][N:11]([CH3:26])[CH2:12][CH:13]2[c:14]1[cH:15][c:16]([NH2:23])[cH:17][c:18]2[c:22]1[O:21][CH2:20][CH2:19]2.